describe an organic reaction: reactants, conditions, products, and yield From a dataset of the Open Reaction Database (ORD), a public repository of structured organic reaction records. The reactants are [N+](=O)([O-])C=1C=C(C=O)C=CC1 (3-nitrobenzaldehyde), N1=CC(=CC=C1)C=1C=C2C(=NC1)NC=C2 (5-Pyridin-3-yl-1H-pyrrolo[2,3-b]pyridine), [OH-].[K+] (potassium hydroxide), O (water). Solvent: CO (methanol). Reaction conditions: time 4 hour. Yields the product [N+](=O)([O-])C=1C=C(C=CC1)C(O)C1=CNC2=NC=C(C=C21)C=2C=NC=CC2 ((3-nitro-phenyl)-(5-pyridin-3-yl-1H-pyrrolo[2,3-b]pyridin-3-yl)-methanol). Reaction SMILES: [N+:1]([C:4]1[CH:5]=[C:6]([CH:9]=[CH:10][CH:11]=1)[CH:7]=[O:8])([O-:3])=[O:2].[N:12]1[CH:17]=[CH:16][CH:15]=[C:14]([C:18]2[CH:19]=[C:20]3[CH:26]=[CH:25][NH:24][C:21]3=[N:22][CH:23]=2)[CH:13]=1.[OH-].[K+].O>CO>[N+:1]([C:4]1[CH:5]=[C:6]([CH:7]([C:26]2[C:20]3[C:21](=[N:22][CH:23]=[C:18]([C:14]4[CH:13]=[N:12][CH:17]=[CH:16][CH:15]=4)[CH:19]=3)[NH:24][CH:25]=2)[OH:8])[CH:9]=[CH:10][CH:11]=1)([O-:3])=[O:2] |f:2.3|. Procedure details: To 3-nitrobenzaldehyde (534, 1.08 g, 7.17 mmol) in methanol (34 mL) was added 5-pyridin-3-yl-1H-pyrrolo[2,3-b]pyridine (89, 1.08 g, 5.52 mmol, prepared as described in Example 17) and potassium hydroxide (1.55 g, 27.6 mmol). The reaction was stirred at room temperature for four hours. The reaction was poured into water and extracted with ethyl acetate. The organic layer was washed with brine, dried over anhydrous sodium sulfate and concentrated. The mixture was purified by silica gel column chro...